Dataset: the Open Reaction Database (ORD), a public repository of structured organic reaction records. Task: describe an organic reaction: reactants, conditions, products, and yield Starting materials: CCOC(=O)CN1CCN(C(=O)c2ccccc2)CC1, CO, Cl, [Li+], [OH-], O. The product is O=C(O)CN1CCN(C(=O)c2ccccc2)CC1. Reaction SMILES: [CH2:3]([CH3:4])[O:5][C:6]([CH2:7][N:8]1[CH2:9][CH2:10][N:11]([C:14]([c:15]2[cH:16][cH:17][cH:18][cH:19][cH:20]2)=[O:21])[CH2:12][CH2:13]1)=[O:22].[CH3:1][OH:2].[ClH:25].[Li+:23].[OH-:24].[OH2:26]>>[O:5]=[C:6]([CH2:7][N:8]1[CH2:9][CH2:10][N:11]([C:14]([c:15]2[cH:16][cH:17][cH:18][cH:19][cH:20]2)=[O:21])[CH2:12][CH2:13]1)[OH:22].